This data is from the Open Reaction Database (ORD), a public repository of structured organic reaction records. The task is: describe an organic reaction: reactants, conditions, products, and yield Starting materials: C(C)(C)(C)OC(=O)CCC(=O)N[C@@H](CC(OC(C)(C)C)=O)C(=O)N[C@@H](CCC(OC(C)(C)C)=O)C(=O)N[C@@H](CC1=C(C=CC=C1)C)C(=O)N[C@@H](C(C)(C)C)C(=O)N[C@@H](CC(C)C)C(=O)NC(C(C(=O)NC1=C(C=C(C=C1)C)C)=O)CC(F)(F)F (3(RS)-[[N-[N-[N-[N-[N-[3-(tert-butoxycarbonyl)propionyl]-O-tert-butyl-L-α-aspartyl]-O-tert-butyl-L-α-glutamyl]-2-methyl-L-phenylalanyl]-3-methyl-L-valyl]-L-leucyl]amino]-5,5,5-trifluoro-2′,4′-dimethyl-2-oxovaleranilide). Run in FC(C(=O)O)(F)F (trifluoroacetic acid), C1(=CC=CC=C1)C (toluene). Run at time 30 minute. Product: C(=O)(O)CCC(=O)N[C@@H](CC(O)=O)C(=O)N[C@@H](CCC(O)=O)C(=O)N[C@@H](CC1=C(C=CC=C1)C)C(=O)N[C@@H](C(C)(C)C)C(=O)N[C@@H](CC(C)C)C(=O)NC(C(C(=O)NC1=C(C=C(C=C1)C)C)=O)CC(F)(F)F (3(RS)-[[N-[N-[N-[N-[N-(3-carboxypropionyl)-L-α-aspartyl]-L-α-glutamyl]-2-methyl-L-phenylalanyl]-3-methyl-L-valyl]-L-leucyl]amino]-5,5,5-trifluoro-2′,4′-dimethyl-2-oxovaleranilide). Isolated yield 67.7%. As a reaction SMILES: C([O:5][C:6]([CH2:8][CH2:9][C:10]([NH:12][C@H:13]([C:22]([NH:24][C@H:25]([C:35]([NH:37][C@H:38]([C:47]([NH:49][C@H:50]([C:55]([NH:57][C@H:58]([C:63]([NH:65][CH:66]([CH2:80][C:81]([F:84])([F:83])[F:82])[C:67](=[O:79])[C:68]([NH:70][C:71]1[CH:76]=[CH:75][C:74]([CH3:77])=[CH:73][C:72]=1[CH3:78])=[O:69])=[O:64])[CH2:59][CH:60]([CH3:62])[CH3:61])=[O:56])[C:51]([CH3:54])([CH3:53])[CH3:52])=[O:48])[CH2:39][C:40]1[CH:45]=[CH:44][CH:43]=[CH:42][C:41]=1[CH3:46])=[O:36])[CH2:26][CH2:27][C:28](=[O:34])[O:29]C(C)(C)C)=[O:23])[CH2:14][C:15](=[O:21])[O:16]C(C)(C)C)=[O:11])=[O:7])(C)(C)C>FC(F)(F)C(O)=O.C1(C)C=CC=CC=1>[C:6]([CH2:8][CH2:9][C:10]([NH:12][C@H:13]([C:22]([NH:24][C@H:25]([C:35]([NH:37][C@H:38]([C:47]([NH:49][C@H:50]([C:55]([NH:57][C@H:58]([C:63]([NH:65][CH:66]([CH2:80][C:81]([F:82])([F:83])[F:84])[C:67](=[O:79])[C:68]([NH:70][C:71]1[CH:76]=[CH:75][C:74]([CH3:77])=[CH:73][C:72]=1[CH3:78])=[O:69])=[O:64])[CH2:59][CH:60]([CH3:62])[CH3:61])=[O:56])[C:51]([CH3:54])([CH3:53])[CH3:52])=[O:48])[CH2:39][C:40]1[CH:45]=[CH:44][CH:43]=[CH:42][C:41]=1[CH3:46])=[O:36])[CH2:26][CH2:27][C:28](=[O:29])[OH:34])=[O:23])[CH2:14][C:15](=[O:16])[OH:21])=[O:11])([OH:7])=[O:5]. Procedure details: 50 mg (0.042 mmol) of 3(RS)-[[N-[N-[N-[N-[N-[3-(tert-butoxycarbonyl)propionyl]-O-tert-butyl-L-α-aspartyl]-O-tert-butyl-L-α-glutamyl]-2-methyl-L-phenylalanyl]-3-methyl-L-valyl]-L-leucyl]amino]-5,5,5-trifluoro-2′,4′-dimethyl-2-oxovaleranilide were dissolved in 3 ml of trifluoroacetic acid and the solution was stirred at room temperature for 30 minutes. The solution was then diluted with 10 ml of toluene and the solvent was removed by evaporation. The solid was triturated with diethyl ether to give... The reactants are BrC1=NN=C(S1)N(C1CC(NC(C1)(C)C)(C)C)C (5-bromo-N-methyl-N-(2,2,6,6-tetramethylpiperidin-4-yl)-1,3,4-thiadiazol-2-amine), C(=O)([O-])[O-].[K+].[K+] (K2CO3), COC=1C=C2CCNC(C2=CC1)=O (6-methoxy-3,4-dihydroisoquinolin-1(2H)-one), BrC1=NN=C(S1)N(C1CC(NC(C1)(C)C)(C)C)C (5-bromo-N-methyl-N-(2,2,6,6-tetramethylpiperidin-4-yl)-1,3,4-thiadiazol-2-amine), BrC1=NN=C(S1)N(C1CC(NC(C1)(C)C)(C)C)C (5-bromo-N-methyl-N-(2,2,6,6-tetramethylpiperidin-4-yl)-1,3,4-thiadiazol-2-amine). The reagents and catalysts are [Cu]I (CuI), [Cu]I (CuI). The solvent is CCOC(=O)C (EtOAc), CN(C)C=O (DMF). Conditions: temperature 150 celsius, time 48 hour. Product: COC=1C=C2CCN(C(C2=CC1)=O)C=1SC(=NN1)N(C1CC(NC(C1)(C)C)(C)C)C (6-Methoxy-2-(5-(methyl(2,2,6,6-tetramethylpiperidin-4-yl)amino)-1,3,4-thiadiazol-2-yl)-3,4-dihydroisoquinolin-1(2H)-one), solid. The yield is 23.0%. RXN SMILES: [CH3:1][O:2][C:3]1[CH:4]=[C:5]2[C:10](=[CH:11][CH:12]=1)[C:9](=[O:13])[NH:8][CH2:7][CH2:6]2.Br[C:15]1[S:19][C:18]([N:20]([CH3:31])[CH:21]2[CH2:26][C:25]([CH3:28])([CH3:27])[NH:24][C:23]([CH3:30])([CH3:29])[CH2:22]2)=[N:17][N:16]=1.C([O-])([O-])=O.[K+].[K+]>CN(C=O)C.CCOC(C)=O.[Cu]I>[CH3:1][O:2][C:3]1[CH:4]=[C:5]2[C:10](=[CH:11][CH:12]=1)[C:9](=[O:13])[N:8]([C:15]1[S:19][C:18]([N:20]([CH3:31])[CH:21]3[CH2:26][C:25]([CH3:27])([CH3:28])[NH:24][C:23]([CH3:30])([CH3:29])[CH2:22]3)=[N:17][N:16]=1)[CH2:7][CH2:6]2 |f:2.3.4|. Reported procedure: To a stirred suspension of 6-methoxy-3,4-dihydroisoquinolin-1(2H)-one (50 mg, 0.282 mmol) and 5-bromo-N-methyl-N-(2,2,6,6-tetramethylpiperidin-4-yl)-1,3,4-thiadiazol-2-amine (Intermediate 4) (132 mg, 0.395 mmol) in DMF (0.7 mL) under nitrogen was added K2CO3 (78 mg, 0.564 mmol) followed by CuI (32 mg, 0.169 mmol). The reaction mixture was heated at 150° C. for ˜18 hours. A further 1.4 eq of 5-bromo-N-methyl-N-(2,2,6,6-tetramethylpiperidin-4-yl)-1,3,4-thiadiazol-2-amine (132 mg, 0.395 mmol) and 0...